Dataset: the Open Reaction Database (ORD), a public repository of structured organic reaction records. Task: describe an organic reaction: reactants, conditions, products, and yield The reactants are NC=1C=C2C(C(NC2=CC1N)=O)(C)C (5,6-Diamino-3,3-dimethylindolin-2-one), N1C=C(C2=CC=CC=C12)C=O (indole-3-aldehyde), CO (methanol). Run in C(C)(=O)O (acetic acid). The product is CC1(C(NC2=CC3=C(N=C(N3)C3=CNC4=CC=CC=C34)C=C21)=O)C (6,7-Dihydro-7,7-dimethyl-2-(3-indolyl)-3H,5H-pyrrolo[2,3-f]benzimidazol-6-one). Reaction SMILES: [NH2:1][C:2]1[CH:3]=[C:4]2[C:8](=[CH:9][C:10]=1[NH2:11])[NH:7][C:6](=[O:12])[C:5]2([CH3:14])[CH3:13].[NH:15]1[C:23]2[C:18](=[CH:19][CH:20]=[CH:21][CH:22]=2)[C:17]([CH:24]=O)=[CH:16]1.CO>C(O)(=O)C>[CH3:13][C:5]1([CH3:14])[C:4]2[C:8](=[CH:9][C:10]3[NH:11][C:24]([C:17]4[C:18]5[C:23](=[CH:22][CH:21]=[CH:20][CH:19]=5)[NH:15][CH:16]=4)=[N:1][C:2]=3[CH:3]=2)[NH:7][C:6]1=[O:12]. Procedure details: 3.1 g. 5,6-Diamino-3,3-dimethylindolin-2-one and 2.5 g. indole-3-aldehyde are stirred for 4 days at ambient temperature in 150 ml. methanol and 4 ml. glacial acetic acid. The solvent is then removed in a vacuum and the residue is purified by column chromatography on silica gel. The appropriate fractions are combined, the solvent is removed in a vacuum, the residue (3.7 g. of a yellow oil) is dissolved in methanol, dichloromethane added thereto until turbidity commences and then left to crystalli... Starting materials: COC=1C=C(CN2[C@H](CCC2=O)C(=O)O)C=CC1 ((R)-1-(3-methoxy-benzyl)-5-oxo-pyrrolidine-2-carboxylic acid), O=[N-] (ketoamide), NC(C(C(=O)N)O)CC1=CC=CC=C1 (3-amino-2-hydroxy-4-phenylbutanamide), O[NH-] (hydroxyamide). Yields the product NC(C(C(CC1=CC=CC=C1)NC(=O)[C@@H]1N(C(CC1)=O)CC1=CC(=CC=C1)OC)=O)=O ((2R)—N-(4-Amino-3,4-dioxo-1-phenylbutan-2-yl)-1-(3-methoxybenzyl)-5-oxopyrrolidine-2-carboxamide). As a reaction SMILES: [CH3:1][O:2][C:3]1[CH:4]=[C:5]([CH:16]=[CH:17][CH:18]=1)[CH2:6][N:7]1[C:11](=[O:12])[CH2:10][CH2:9][C@@H:8]1[C:13]([OH:15])=O.[NH2:19][CH:20]([CH2:26][C:27]1[CH:32]=[CH:31][CH:30]=[CH:29][CH:28]=1)[CH:21]([OH:25])[C:22]([NH2:24])=[O:23].O[NH-].O=[N-]>>[NH2:24][C:22](=[O:23])[C:21](=[O:25])[CH:20]([NH:19][C:13]([C@H:8]1[CH2:9][CH2:10][C:11](=[O:12])[N:7]1[CH2:6][C:5]1[CH:16]=[CH:17][CH:18]=[C:3]([O:2][CH3:1])[CH:4]=1)=[O:15])[CH2:26][C:27]1[CH:28]=[CH:29][CH:30]=[CH:31][CH:32]=1. Procedure details: Coupling of (R)-1-(3-methoxy-benzyl)-5-oxo-pyrrolidine-2-carboxylic acid with 3-amino-2-hydroxy-4-phenylbutanamide and oxidation of the resulting hydroxyamide intermediate to the corresponding ketoamide. Starting materials: ClC1=NC(=C2N=CNC2=N1)N1CCOCC1 (2-chloro-6-morpholin-4-yl-9H-purine), C[C@@H]1CNC[C@@H](O1)C (cis-2,6 dimethylmorpholine), O (water), CCN(C(C)C)C(C)C (DIPEA). Run in CC(=O)N(C)C (DMA). Run at temperature 130 celsius, time 40 hour. The product is C[C@H]1CN(C[C@H](O1)C)C1=NC(=C2N=CNC2=N1)N1CCOCC1 (2-((2S,6R)-2,6-dimethyl-morpholin-4-yl)-6-morpholin-4-yl-9H-purine). The yield is 98.3%. As a reaction SMILES: Cl[C:2]1[N:10]=[C:9]2[C:5]([N:6]=[CH:7][NH:8]2)=[C:4]([N:11]2[CH2:16][CH2:15][O:14][CH2:13][CH2:12]2)[N:3]=1.[CH3:17][C@H:18]1[O:23][C@@H:22]([CH3:24])[CH2:21][NH:20][CH2:19]1.CCN(C(C)C)C(C)C.O>CC(N(C)C)=O>[CH3:24][C@@H:22]1[O:23][C@H:18]([CH3:17])[CH2:19][N:20]([C:2]2[N:10]=[C:9]3[C:5]([N:6]=[CH:7][NH:8]3)=[C:4]([N:11]3[CH2:16][CH2:15][O:14][CH2:13][CH2:12]3)[N:3]=2)[CH2:21]1. Reported procedure: To the solution of 2-chloro-6-morpholin-4-yl-9H-purine (1.5 g, 6.26 mmol) in DMA (5 mL) was added cis-2,6 dimethylmorpholine (1.42 g, 12.52 mmol), followed by DIPEA (2.1 mL, 12.02 mmol). The mixture was stirred at 130° C. for 40 hours. Upon completion of the reaction, the solution was poured into water. The aqueous layer was extracted with EtOAc three times. The combined organic layers were dried over Na2SO4, filtered and the solvent was removed under reduced pressure to provide 2-((2S,6R)-2,6-d... The reactants are C#Cc1ccc(C2CCC(CCCCC)CC2)nn1, [Li]CCCC, CI, CCCCCC, [Cl-], [NH4+], C1CCOC1, O. Yields the product CC#Cc1ccc(C2CCC(CCCCC)CC2)nn1. As a reaction SMILES: [C:1](#[CH:2])[c:3]1[n:4][n:5][c:6]([CH:9]2[CH2:10][CH2:11][CH:12]([CH2:15][CH2:16][CH2:17][CH2:18][CH3:19])[CH2:13][CH2:14]2)[cH:7][cH:8]1.[CH2:20]([Li:21])[CH2:22][CH2:23][CH3:24].[CH3:25][I:26].[CH3:34][CH2:35][CH2:36][CH2:37][CH2:38][CH3:39].[Cl-:27].[NH4+:28].[O:29]1[CH2:30][CH2:31][CH2:32][CH2:33]1.[OH2:40]>>[C:1](#[C:2][CH3:20])[c:3]1[n:4][n:5][c:6]([CH:9]2[CH2:10][CH2:11][CH:12]([CH2:15][CH2:16][CH2:17][CH2:18][CH3:19])[CH2:13][CH2:14]2)[cH:7][cH:8]1.